This data is from the Open Reaction Database (ORD), a public repository of structured organic reaction records. The task is: describe an organic reaction: reactants, conditions, products, and yield Reagents/catalysts: CN(C=O)C (N,N-dimethylformamide). Starting materials: C(C1=CC=CC=C1)OC1=CC(=C(C(=O)O)C=C1Br)C (4-(benzyloxy)-5-bromo-2-methylbenzoic acid), C(C(=O)Cl)(=O)Cl (oxalyl chloride). Procedure details: To a suspension of 4-(benzyloxy)-5-bromo-2-methylbenzoic acid (16.6 g, 51.7 mmol) in chloroform (80 mL) were added oxalyl chloride (5 mL, 56.9 mmol) and N,N-dimethylformamide (6 drops), and the mixture was stirred for an hour at room temperature. And then the reaction solution was concentrated to obtain 4-(benzyloxy)-5-bromo-2-methylbenzoyl chloride. Then to a chloroform suspension (60 mL) of N,O-dimethylhydroxylamine hydrochloride (5.55 g, 56.9 mmol) and triethylamine (15 mL, 103 mmol) cooled i... RXN SMILES: [CH2:1]([O:8][C:9]1[C:17]([Br:18])=[CH:16][C:12]([C:13](O)=[O:14])=[C:11]([CH3:19])[CH:10]=1)[C:2]1[CH:7]=[CH:6][CH:5]=[CH:4][CH:3]=1.C(Cl)(=O)C([Cl:23])=O>C(Cl)(Cl)Cl.CN(C)C=O>[CH2:1]([O:8][C:9]1[C:17]([Br:18])=[CH:16][C:12]([C:13]([Cl:23])=[O:14])=[C:11]([CH3:19])[CH:10]=1)[C:2]1[CH:7]=[CH:6][CH:5]=[CH:4][CH:3]=1. The solvent is C(Cl)(Cl)Cl (chloroform). The product is C(C1=CC=CC=C1)OC1=CC(=C(C(=O)Cl)C=C1Br)C (4-(benzyloxy)-5-bromo-2-methylbenzoyl chloride). Starting materials: C(#N)C1=CC(=C(OCCCN2CC3CN(CC(C2)O3)C(=O)OC(C)(C)C)C=C1)F (tert-Butyl 7-[3-(4-cyano-2-fluorophenoxy)propyl]-9-oxa-3,7-diazabicyclo[3.3.1]-nonane-3-carboxylate), C(C)OCC (diethyl ether), Cl (HCl). The solvent is O1CCOCC1 (dioxane). Conditions: time 1 hour. The product is Cl.FC=1C=C(C#N)C=CC1OCCCN1CC2CNCC(C1)O2 (3-Fluoro-4-[3-(9-oxa-3,7-diazabicyclo[3.3.1]non-3-yl)propoxy]benzonitrile hydrochloric acid salt). RXN SMILES: [C:1]([C:3]1[CH:28]=[CH:27][C:6]([O:7][CH2:8][CH2:9][CH2:10][N:11]2[CH2:18][CH:17]3[O:19][CH:13]([CH2:14][N:15](C(OC(C)(C)C)=O)[CH2:16]3)[CH2:12]2)=[C:5]([F:29])[CH:4]=1)#[N:2].C(OCC)C.[ClH:35]>O1CCOCC1>[ClH:35].[F:29][C:5]1[CH:4]=[C:3]([CH:28]=[CH:27][C:6]=1[O:7][CH2:8][CH2:9][CH2:10][N:11]1[CH2:18][CH:17]2[O:19][CH:13]([CH2:14][NH:15][CH2:16]2)[CH2:12]1)[C:1]#[N:2] |f:4.5|. Procedure: tert-Butyl 7-[3-(4-cyano-2-fluorophenoxy)propyl]-9-oxa-3,7-diazabicyclo[3.3.1]-nonane-3-carboxylate (9.15 g, 22.5 mmol; see step (ii) above) was taken in 15 mL of dioxane, to which was added 75 mL of diethyl ether saturated with HCl gas. The resulting mixture was stirred for 1 h at RT under a nitrogen atmosphere before solvent was decanted and the precipitated solid washed with dry diethyl ether (4 times) and dried under vacuum. This gave 9 g of the sub-title compound as a pale yellow solid. Starting materials: FC1=CC=C(C=C1)CCC1CC[Si](CC1)(Cl)Cl (4-(2-(p-fluorophenyl)ethyl)-1,1-dichloro-1-silacyclohexane), C(C)(=O)C1=CC=CC=C1 (acetophenone), C(C)O (ethanol). Solvent: C(C)N(CC)CC (triethylamine). Reaction conditions: time 1 hour. Yields the product FC1=CC=C(C=C1)CCC1CC[Si](CC1)(OCC)OCC (4-(2-(p-fluorophenyl)ethyl)-1,1-diethoxy-1-silacyclohexane). Reaction SMILES: [F:1][C:2]1[CH:7]=[CH:6][C:5]([CH2:8][CH2:9][CH:10]2[CH2:15][CH2:14][Si:13](Cl)(Cl)[CH2:12][CH2:11]2)=[CH:4][CH:3]=1.[C:18]([C:21]1C=CC=CC=1)(=[O:20])C.[CH2:27]([OH:29])[CH3:28]>C(N(CC)CC)C>[F:1][C:2]1[CH:7]=[CH:6][C:5]([CH2:8][CH2:9][CH:10]2[CH2:15][CH2:14][Si:13]([O:20][CH2:18][CH3:21])([O:29][CH2:27][CH3:28])[CH2:12][CH2:11]2)=[CH:4][CH:3]=1. Procedure: 15.1 g of acetyl chloride was added to a solution, in 200 ml of dichloromethane, of 36.0 g of 4-(2-fluorophenyl)ethyl)-1,1-diphenyl-1-silacyclohexane obtained in Preparatory Example 4 and 25.6 g of aluminium chloride at room temperature, followed by agitation for 1 hour to obtain a mixture of 4-(2-(p-fluorophenyl)ethyl)-1,1-dichloro-1-silacyclohexane and acetophenone. A mixture of 40 g of ethanol and 60 g of triethylamine was added to the solution at room temperature. The resultant reaction mixt... Starting materials: O=C1N(C(C2=CC=CC=C12)=O)CCC[C@@H](CO)N(C(OCC1=CC=CC=C1)=O)C ((S)-benzyl 5-(1,3-dioxoisoindolin-2-yl)-1-hydroxypentan-2-yl(methyl)carbamate), [H][H] (hydrogen). The reagents and catalysts are [Pd] (Pd/C). The solvent is CO (MeOH). Conditions: time 8 hour. The product is OC[C@H](CCCN1CC2=CC=CC=C2C1)NC ((S)-2-(5-hydroxy-4-(methylamino)pentyl)isoindolin). Yield: 107.9%. Reaction SMILES: O=[C:2]1[C:10]2[C:5](=[CH:6][CH:7]=[CH:8][CH:9]=2)[C:4](=O)[N:3]1[CH2:12][CH2:13][CH2:14][C@H:15]([N:18](C)[C:19](=O)OCC1C=CC=CC=1)[CH2:16][OH:17].[H][H]>CO.[Pd]>[OH:17][CH2:16][C@@H:15]([NH:18][CH3:19])[CH2:14][CH2:13][CH2:12][N:3]1[CH2:2][C:10]2[C:5](=[CH:6][CH:7]=[CH:8][CH:9]=2)[CH2:4]1. Procedure: To a solution of (S)-benzyl 5-(1,3-dioxoisoindolin-2-yl)-1-hydroxypentan-2-yl(methyl)carbamate (5.01 g, 12.65 mmol) in MeOH (100 mL) was added Pd/C (1.0 g). The mixture was transferred to an autoclave reactor, charged with hydrogen (50 psi), and stirred at RT overnight. The mixture was filtered and the filtrate was concentrated under reduced pressure to give (S)-2-(5-hydroxy-4-(methylamino)pentyl)isoindolin (3.2 g, 97%) which was used without purification. LRMS (M+H+) m/z 263.1. Starting materials: NC=1C(N(C=CC1)CC(=O)NC(C(C(F)(F)F)O)C(C)C)=O (2-(3-Amino-2-oxo-1,2-dihydro-1-pyridyl)-N-(3,3,3-trifluoro-2-hydroxy-1-isopropylpropyl)acetamide), C1(=CC=CC=C1)N=C=O (phenylisocyanate), C(C)(=O)OCC (ethyl acetate). The solvent is ClCCl (dichloromethane). Run at time 8 hour. The product is O=C1N(C=CC=C1NC(=O)NC1=CC=CC=C1)CC(=O)NC(C(C(F)(F)F)=O)C(C)C (2-[2-Oxo-3-(3-phenylureido)-1,2-dihydro-1-pyridyl]-N-(3,3,3-trifluoro-1-isopropyl-2-oxopropyl)acetamide). Isolated yield 92.0%. Reaction SMILES: [NH2:1][C:2]1[C:3](=[O:22])[N:4]([CH2:8][C:9]([NH:11][CH:12]([CH:19]([CH3:21])[CH3:20])[CH:13]([OH:18])[C:14]([F:17])([F:16])[F:15])=[O:10])[CH:5]=[CH:6][CH:7]=1.[C:23]1([N:29]=[C:30]=[O:31])[CH:28]=[CH:27][CH:26]=[CH:25][CH:24]=1.C(OCC)(=O)C>ClCCl>[O:22]=[C:3]1[C:2]([NH:1][C:30]([NH:29][C:23]2[CH:28]=[CH:27][CH:26]=[CH:25][CH:24]=2)=[O:31])=[CH:7][CH:6]=[CH:5][N:4]1[CH2:8][C:9]([NH:11][CH:12]([CH:19]([CH3:20])[CH3:21])[C:13](=[O:18])[C:14]([F:15])([F:16])[F:17])=[O:10]. Procedure: 2-(3-Amino-2-oxo-1,2-dihydro-1-pyridyl)-N-(3,3,3-trifluoro-2-hydroxy-1-isopropylpropyl)acetamide (0.43 g) and phenylisocyanate (0.175 g) were combined in dichloromethane (5 mL) and allowed to stir overnight. The mixture was poured into ethyl acetate, washed (saturated aqueous sodium bicarbonate, brine), evaporated, and purified using chromatography, eluting with ethyl acetate:dichloromethane (gradient, 0:100, 50:50, 100:0), to give the urea (0.54 g). Starting materials: CCCCCCCCCCCCC, CN1CCCC1=O, O=C(O)c1cc(F)c(F)cc1C(=O)O. The product is O=C(O)c1ccc(F)c(F)c1. RXN SMILES: [CH3:15][CH2:16][CH2:17][CH2:18][CH2:19][CH2:20][CH2:21][CH2:22][CH2:23][CH2:24][CH2:25][CH2:26][CH3:27].[CH3:28][N:29]1[CH2:30][CH2:31][CH2:32][C:33]1=[O:34].[F:1][c:2]1[cH:3][c:4]([C:12](=[O:13])[OH:14])[c:5]([C:6]([OH:7])=[O:8])[cH:9][c:10]1[F:11]>>[F:1][c:2]1[cH:3][c:4]([C:12](=[O:13])[OH:14])[cH:5][cH:9][c:10]1[F:11]. Starting materials: ClC=1C=NC=2N(C1)N=C(C2)C(=O)N2C(C=1C(CC2)=CNC1)C ((6-chloro-pyrazolo[1,5-a]pyrimidin-2-yl)-(4-methyl-2,4,6,7-tetrahydro-pyrrolo[3,4-c]pyridin-5-yl)-methanone), N1N=NN=C1 (tetrazole). Yields the product ClC=1C=NC=2N(C1)N=C(C2)C(=O)N2C(C=1C(CC2)=C(NC1)C1=NN=NN1)C ((6-Chloro-pyrazolo[1,5-a]pyrimidin-2-yl)-[4-methyl-1-(1H-tetrazol-5-yl)-2,4,6,7-tetrahydro-pyrrolo[3,4-c]pyridin-5-yl]-methanone). RXN SMILES: [Cl:1][C:2]1[CH:3]=[N:4][C:5]2[N:6]([N:8]=[C:9]([C:11]([N:13]3[CH2:18][CH2:17][C:16]4=[CH:19][NH:20][CH:21]=[C:15]4[CH:14]3[CH3:22])=[O:12])[CH:10]=2)[CH:7]=1.[NH:23]1[CH:27]=[N:26][N:25]=[N:24]1>>[Cl:1][C:2]1[CH:3]=[N:4][C:5]2[N:6]([N:8]=[C:9]([C:11]([N:13]3[CH2:18][CH2:17][C:16]4=[C:19]([C:27]5[NH:26][N:25]=[N:24][N:23]=5)[NH:20][CH:21]=[C:15]4[CH:14]3[CH3:22])=[O:12])[CH:10]=2)[CH:7]=1. Procedure details: In close analogy to the procedure described in Example 52, (6-chloro-pyrazolo[1,5-a]pyrimidin-2-yl)-(4-methyl-2,4,6,7-tetrahydro-pyrrolo[3,4-c]pyridin-5-yl)-methanone is reacted with 1H tetrazole to provide the title compound. Starting materials: O=C(O)C(F)(F)F, Cc1oc(-c2ccccc2)nc1CCOc1ccc(CC(N)C(=O)O)cc1, CCCCC(=O)CC(=O)c1ccccc1. Product: CCCCC(=CC(=O)c1ccccc1)NC(Cc1ccc(OCCc2nc(-c3ccccc3)oc2C)cc1)C(=O)O. RXN SMILES: [F:28][C:29]([F:30])([F:31])[C:32]([OH:33])=[O:34].[NH2:1][CH:2]([C:3](=[O:4])[OH:5])[CH2:6][c:7]1[cH:8][cH:9][c:10]([O:13][CH2:14][CH2:15][c:16]2[n:17][c:18](-[c:22]3[cH:23][cH:24][cH:25][cH:26][cH:27]3)[o:19][c:20]2[CH3:21])[cH:11][cH:12]1.[c:35]1([C:41]([CH2:42][C:43]([CH2:44][CH2:45][CH2:46][CH3:47])=[O:48])=[O:49])[cH:36][cH:37][cH:38][cH:39][cH:40]1>>[NH:1]([CH:2]([C:3](=[O:4])[OH:5])[CH2:6][c:7]1[cH:8][cH:9][c:10]([O:13][CH2:14][CH2:15][c:16]2[n:17][c:18](-[c:22]3[cH:23][cH:24][cH:25][cH:26][cH:27]3)[o:19][c:20]2[CH3:21])[cH:11][cH:12]1)[C:43](=[CH:42][C:41]([c:35]1[cH:36][cH:37][cH:38][cH:39][cH:40]1)=[O:49])[CH2:44][CH2:45][CH2:46][CH3:47]. Reactants: CN(C)C=O, C1CCOC1, O, CN(c1cccc2cc(-c3ncc(CO)s3)[nH]c12)S(=O)(=O)c1cccs1, O=S(Cl)Cl. Product: CN(c1cccc2cc(-c3ncc(CCl)s3)[nH]c12)S(=O)(=O)c1cccs1. As a reaction SMILES: [CH3:31][N:32]([CH3:33])[CH:34]=[O:35].[O:36]1[CH2:37][CH2:38][CH2:39][CH2:40]1.[OH2:41].[OH:1][CH2:2][c:3]1[cH:4][n:5][c:6](-[c:8]2[nH:9][c:10]3[c:11]([N:17]([S:18](=[O:19])(=[O:20])[c:21]4[s:22][cH:23][cH:24][cH:25]4)[CH3:26])[cH:12][cH:13][cH:14][c:15]3[cH:16]2)[s:7]1.[S:27]([Cl:28])([Cl:29])=[O:30]>>[CH2:2]([c:3]1[cH:4][n:5][c:6](-[c:8]2[nH:9][c:10]3[c:11]([N:17]([S:18](=[O:19])(=[O:20])[c:21]4[s:22][cH:23][cH:24][cH:25]4)[CH3:26])[cH:12][cH:13][cH:14][c:15]3[cH:16]2)[s:7]1)[Cl:29].